Task: describe an organic reaction: reactants, conditions, products, and yield. Dataset: the Open Reaction Database (ORD), a public repository of structured organic reaction records Reactants: COC(\C=C\C1=CC(=CC=C1)OCCCCCOC(C)=O)=O ((E)-3-[3-[[5-(acetyloxy)pentyl]oxy]phenyl]-2-propenoic acid methyl ester). The solvent is CO (methanol). Yields the product COC(CCC1=CC(=CC=C1)OCCCCCOC(C)=O)=O (3-[[5-(acetyloxy)pentyl]oxy]benzenepropanoic acid methyl ester). The yield is 97.0%. Reaction SMILES: [CH3:1][O:2][C:3](=[O:22])/[CH:4]=[CH:5]/[C:6]1[CH:11]=[CH:10][CH:9]=[C:8]([O:12][CH2:13][CH2:14][CH2:15][CH2:16][CH2:17][O:18][C:19](=[O:21])[CH3:20])[CH:7]=1>CO>[CH3:1][O:2][C:3](=[O:22])[CH2:4][CH2:5][C:6]1[CH:11]=[CH:10][CH:9]=[C:8]([O:12][CH2:13][CH2:14][CH2:15][CH2:16][CH2:17][O:18][C:19](=[O:21])[CH3:20])[CH:7]=1. Procedure: Using the procedure of example 29, except that methanol was used as the solvent, (E)-3-[3-[[5-(acetyloxy)pentyl]oxy]phenyl]-2-propenoic acid methyl ester was hydrogenated giving 3-[[5-(acetyloxy)pentyl]oxy]benzenepropanoic acid methyl ester as a pale-yellow oil, in 97% yield. Reactants: C#Cc1cc(C(=O)OC)cc(C#N)c1OC, C, C1CCOC1, [Pd]. Product: CCc1cc(C(=O)OC)cc(C#N)c1OC. Reaction SMILES: [C:1](#[N:2])[c:3]1[cH:4][c:5]([C:6](=[O:7])[O:8][CH3:9])[cH:10][c:11]([C:15]#[CH:16])[c:12]1[O:13][CH3:14].[C:22].[O:17]1[CH2:18][CH2:19][CH2:20][CH2:21]1.[Pd:23]>>[C:1](#[N:2])[c:3]1[cH:4][c:5]([C:6](=[O:7])[O:8][CH3:9])[cH:10][c:11]([CH2:15][CH3:16])[c:12]1[O:13][CH3:14].